describe an organic reaction: reactants, conditions, products, and yield From a dataset of the Open Reaction Database (ORD), a public repository of structured organic reaction records. The reactants are C(=O)([O-])[O-].[K+].[K+] (K2CO3), ClC(=O)C=1C=C(C=CC1OC(C)=O)C1=CC=C(C=C1)C(F)(F)F (Acetic acid 3-chlorocarbonyl-4′-trifluoromethyl-biphenyl-4-yl ester), Cl.C(C1=CC=CC=C1)OC1=CC=C(C=C1)C[C@H](C1=NC(=NO1)C)N (2-(4-Benzyloxy-phenyl)-1-(R)-(3-methyl-[1,2,4]oxadiazol-5-yl)-ethylamine hydrochloride salt), C(C)(=O)[O-] (acetate). The product is C(C1=CC=CC=C1)OC1=CC=C(C=C1)C[C@H](C1=NC(=NO1)C)NC(=O)C=1C=C(C=CC1O)C1=CC=C(C=C1)C(F)(F)F (4-Hydroxy-4′-trifluoromethyl-biphenyl-3-carboxylic acid [2-(4-benzyloxy-phenyl)-1-(R)-(3-methyl-[1,2,4]oxadiazol-5-yl)-ethyl]-amide). RXN SMILES: Cl[C:2]([C:4]1[CH:5]=[C:6]([C:14]2[CH:19]=[CH:18][C:17]([C:20]([F:23])([F:22])[F:21])=[CH:16][CH:15]=2)[CH:7]=[CH:8][C:9]=1[O:10]C(=O)C)=[O:3].Cl.[CH2:25]([O:32][C:33]1[CH:38]=[CH:37][C:36]([CH2:39][C@@H:40]([NH2:47])[C:41]2[O:45][N:44]=[C:43]([CH3:46])[N:42]=2)=[CH:35][CH:34]=1)[C:26]1[CH:31]=[CH:30][CH:29]=[CH:28][CH:27]=1.C([O-])(=O)C.C([O-])([O-])=O.[K+].[K+]>>[CH2:25]([O:32][C:33]1[CH:38]=[CH:37][C:36]([CH2:39][C@@H:40]([NH:47][C:2]([C:4]2[CH:5]=[C:6]([C:14]3[CH:19]=[CH:18][C:17]([C:20]([F:21])([F:22])[F:23])=[CH:16][CH:15]=3)[CH:7]=[CH:8][C:9]=2[OH:10])=[O:3])[C:41]2[O:45][N:44]=[C:43]([CH3:46])[N:42]=2)=[CH:35][CH:34]=1)[C:26]1[CH:31]=[CH:30][CH:29]=[CH:28][CH:27]=1 |f:1.2,4.5.6|. Procedure: 4-Hydroxy-4′-trifluoromethyl-biphenyl-3-carboxylic acid [2-(4-benzyloxy-phenyl)-1-(R)-(3-methyl-[1,2,4]oxadiazol-5-yl)-ethyl]-amide was prepared from Acetic acid 3-chlorocarbonyl-4′-trifluoromethyl-biphenyl-4-yl ester (0.32 g, 0.93 mmol) and 2-(4-Benzyloxy-phenyl)-1-(R)-(3-methyl-[1,2,4]oxadiazol-5-yl)-ethylamine hydrochloride salt (0.32 g, 0.93 mmol) following the general procedure M. followed by the hydrolysis of the resulting acetate using K2CO3.